Task: describe an organic reaction: reactants, conditions, products, and yield. Dataset: the Open Reaction Database (ORD), a public repository of structured organic reaction records Starting materials: CCOC(C)=O, CCO, O=[N+]([O-])c1ccc(F)c(F)c1NCCO, [H][H]. Yields the product Nc1ccc(F)c(F)c1NCCO. Reaction SMILES: [CH3:18][CH2:19][O:20][C:21](=[O:22])[CH3:23].[CH3:24][CH2:25][OH:26].[F:1][c:2]1[c:3]([NH:12][CH2:13][CH2:14][OH:15])[c:4]([N+:9]([O-:10])=[O:11])[cH:5][cH:6][c:7]1[F:8].[H:16][H:17]>>[F:1][c:2]1[c:3]([NH:12][CH2:13][CH2:14][OH:15])[c:4]([NH2:9])[cH:5][cH:6][c:7]1[F:8]. Reactants: Cl (HCl), BrC1=C(OC2=C1C=C(C=C2)CN2C(=NC(=C2C(=O)OCC)C(=O)OCC)CCCC)C2=C(C=CC=C2)C2=NN=NN2 (Diethyl 1-[[3-bromo-2-[2-(1H-tetrazol-5-yl)phenyl]-5-benzofuranyl]methyl]-2-butyl-1H-imidazole-4,5-dicarboxylate), [OH-].[K+] (potassium hydroxide), C(C)O (ethanol). Solvent: O (water). Run at time 18 hour. Yields the product BrC1=C(OC2=C1C=C(C=C2)CN2C(=NC(=C2C(=O)O)C(=O)O)CCCC)C2=C(C=CC=C2)C2=NN=NN2 (1-[[3-Bromo-2-[2-(1H-tetrazol-5-yl)phenyl]-5-benzofuranyl]methyl]-2butyl-1H-imidazole-4,5-dicarboxylic acid). Isolated yield 68.6%. As a reaction SMILES: [Br:1][C:2]1[C:6]2[CH:7]=[C:8]([CH2:11][N:12]3[C:16]([C:17]([O:19]CC)=[O:18])=[C:15]([C:22]([O:24]CC)=[O:23])[N:14]=[C:13]3[CH2:27][CH2:28][CH2:29][CH3:30])[CH:9]=[CH:10][C:5]=2[O:4][C:3]=1[C:31]1[CH:36]=[CH:35][CH:34]=[CH:33][C:32]=1[C:37]1[NH:41][N:40]=[N:39][N:38]=1.[OH-].[K+].C(O)C.Cl>O>[Br:1][C:2]1[C:6]2[CH:7]=[C:8]([CH2:11][N:12]3[C:16]([C:17]([OH:19])=[O:18])=[C:15]([C:22]([OH:24])=[O:23])[N:14]=[C:13]3[CH2:27][CH2:28][CH2:29][CH3:30])[CH:9]=[CH:10][C:5]=2[O:4][C:3]=1[C:31]1[CH:36]=[CH:35][CH:34]=[CH:33][C:32]=1[C:37]1[NH:41][N:40]=[N:39][N:38]=1 |f:1.2|. Procedure details: A mixture of the product of Example 18 (117 mg), potassium hydroxide (31.6 mg), ethanol (1.14 ml) and water (253 μl) were stirred at room temperature for 18 h prior to acidification to pH 4 (2N HCl). The resultant mixture was extracted into ethyl acetate (3×10 ml) and the combined organic phases dried and concentrated in vacuo to afford the title compound (73 mg) as a white solid. Starting materials: [O-]CC.[Na+] (sodium ethoxide), BrC1=CC=C(C=C1)CC(=N)N (4-bromophenyl-acetamidine), 1-dimethylamino-3-dimethylimonio-1-(4-bromophenyl)-1-propane perchlorate, [O-]CC.[Na+] (sodium ethoxide). Run in C(C)O (ethanol). The product is BrC1=CC=C(CC2=NC=CC(=N2)C2=CC=C(C=C2)Br)C=C1 (2-(4-Bromobenzyl)-4-(4-bromophenyl)pyrimidine). Yield: 154.7%. RXN SMILES: [Br:1][C:2]1[CH:7]=[CH:6][C:5]([CH2:8][C:9]([NH2:11])=[NH:10])=[CH:4][CH:3]=1.[O-][CH2:13][CH3:14].[Na+]>C(O)C>[Br:1][C:2]1[CH:3]=[CH:4][C:5]([CH2:8][C:9]2[N:11]=[C:8]([C:14]3[CH:13]=[CH:7][C:2]([Br:1])=[CH:3][CH:4]=3)[CH:5]=[CH:6][N:10]=2)=[CH:6][CH:7]=1 |f:1.2|. Procedure: To a stirred mixture of 4-bromophenyl-acetamidine (11.25 g, 0.04 mole) and 1-dimethylamino-3-dimethylimonio-1-(4-bromophenyl)-1-propane perchlorate (15.25 g, 0.04 mole) in 100 mL of dry ethanol is added 0.04 mole sodium ethoxide (prepared from 0.92 g Na and 65 mL ethanol). After stirring for 30 min at room temperature a further equivalent of sodium ethoxide is added, and the mixture is heated under reflux for 2 hr. The solvent is removed under reduced pressure, and the yellow-brown residue tritu... Reactants: C1(CCCC1)C1(CC(CC(O1)=O)=O)CCC1=CC(=C(C=C1)OC)F (6-cyclopentyl-6-[2-(3-fluoro-4-methoxyphenyl)ethyl]dihydro-2H-pyran-2,4(3H)-dione), CC1=NC=2N(C(=C1)C)N=C(N2)C=O (5,7-Dimethyl-[1,2,4]triazolo[1,5-α]pyrimidine-2-carbaldehyde), ClC=1C=C(C=CC1OC(C)C)CCC1(CC(CC(O1)=O)=O)C1CCCC1 (6-[2-(3-chloro-4-isopropoxyphenyl)ethyl]-6-cyclopentyldihydro-2H-pyran-2,4(3H)-dione), ClC1=CC2=C(N(C(=N2)C=O)C)C=C1 (5-chloro-1-methyl-1H-benzimidazole-2-carbaldehyde). Yields the product ClC=1C=C(C=CC1OC)CCC1(CC(=C(C(O1)=O)CC1=NC2=C(N1C)C=CC(=C2)Cl)O)C2CCCC2 (6-[2-(3-chloro-4-methoxyphenyl)ethyl]-3-[(5-chloro-1-methyl-1H-benzimidazol-2-yl)methyl]-6-cyclopentyl-4-hydroxy-5,6-dihydro-2H-pyran-2-one). Reaction SMILES: C1(C2(CCC3C=CC(OC)=C(F)C=3)OC(=O)CC(=O)C2)CCCC1.[Cl:25][C:26]1[CH:27]=[C:28]([CH2:36][CH2:37][C:38]2([CH:46]3[CH2:50][CH2:49][CH2:48][CH2:47]3)[O:43][C:42](=[O:44])[CH2:41][C:40](=[O:45])[CH2:39]2)[CH:29]=[CH:30][C:31]=1[O:32][CH:33](C)C.[Cl:51][C:52]1[CH:63]=[CH:62][C:55]2[N:56]([CH3:61])[C:57]([CH:59]=O)=[N:58][C:54]=2[CH:53]=1.CC1C=C(C)N2N=C(C=O)N=C2N=1>>[Cl:25][C:26]1[CH:27]=[C:28]([CH2:36][CH2:37][C:38]2([CH:46]3[CH2:50][CH2:49][CH2:48][CH2:47]3)[O:43][C:42](=[O:44])[C:41]([CH2:59][C:57]3[N:56]([CH3:61])[C:55]4[CH:62]=[CH:63][C:52]([Cl:51])=[CH:53][C:54]=4[N:58]=3)=[C:40]([OH:45])[CH2:39]2)[CH:29]=[CH:30][C:31]=1[O:32][CH3:33]. Reported procedure: The title compound was prepared analogously to Example B(31), where 6-cyclopentyl-6-[2-(3-fluoro-4-methoxyphenyl)ethyl]dihydro-2H-pyran-2,4(3H)-dione was substituted in place of 6-[2-(3-chloro-4-isopropoxyphenyl)ethyl]-6-cyclopentyldihydro-2H-pyran-2,4(3H)-dione and 5-chloro-1-methyl-1H-benzimidazole-2-carbaldehyde was substituted in place of 5,7-Dimethyl-[1,2,4]triazolo[1,5-α]pyrimidine-2-carbaldehyde. The reactants are [Cl-].[NH4+] (ammonium chloride), ( M ), [Li] (lithium), BrC1=C(C=NC=C1)C=O (4-bromopyridine-3-carboxaldehyde). Solvent: COCCOC (DME), C1CCCCC1 (cyclohexane), COCCOC (ethylene glycol dimethyl ether). Reaction conditions: temperature -70 celsius, time 8 hour. Yields the product BrC1=C(C=NC=C1)C(O)C=1C=NC=CC1Cl (1-(4-bromopyrid-3-yl)-1-(4-chloropyrid-3-yl)methanol). RXN SMILES: [Li].[Br:2][C:3]1[CH:8]=[CH:7][N:6]=[CH:5][C:4]=1[CH:9]=[O:10].[Cl-:11].[NH4+:12]>COCCOC.C1CCCCC1>[Br:2][C:3]1[CH:8]=[CH:7][N:6]=[CH:5][C:4]=1[CH:9]([C:4]1[CH:5]=[N:12][CH:7]=[CH:8][C:3]=1[Cl:11])[OH:10] |f:2.3,^1:0|. Procedure details: Five grams (g) of 4-chloropyridine hydrochloride were placed into a 30 milliliters (ml) of diethyl ether in a 200 ml beaker equipped with a magnetic stirrer. 1.8 grams of sodium hydroxide in 30 ml of water were added at 0° C. and the mixture stirred for 15 minutes. The diethyl ether layer was separated, washed with water, dried over magnesium sulfate, filtered, and concentrated in vacuo. The 1.6 grams of the 4-chloropyridine produced were placed into a 3-necked flask and dissolved in 45 ml of et... Reactants: C(C)(C)(C)OC1=NC=CC(=C1)C1=CC=C(CNC(C2=C(C=C(C=C2Cl)OCCOC)Cl)=O)C=C1 (N-(4-(2-tert-butoxypyridin-4-yl)benzyl)-2,6-dichloro-4-(2-methoxy ethoxy)benzamide), FC(C(=O)O)(F)F (trifluoroacetic acid). Run in C(Cl)Cl (DCM). Product: ClC1=C(C(=O)NCC2=CC=C(C=C2)C2=CC(NC=C2)=O)C(=CC(=C1)OCCOC)Cl (2,6-dichloro-4-(2-methoxyethoxy)-N-(4-(2-oxo-1,2-dihydropyridin-4-yl)benzyl)benzamide). Reaction SMILES: C([O:5][C:6]1[CH:11]=[C:10]([C:12]2[CH:34]=[CH:33][C:15]([CH2:16][NH:17][C:18](=[O:32])[C:19]3[C:24]([Cl:25])=[CH:23][C:22]([O:26][CH2:27][CH2:28][O:29][CH3:30])=[CH:21][C:20]=3[Cl:31])=[CH:14][CH:13]=2)[CH:9]=[CH:8][N:7]=1)(C)(C)C.FC(F)(F)C(O)=O>C(Cl)Cl>[Cl:31][C:20]1[CH:21]=[C:22]([O:26][CH2:27][CH2:28][O:29][CH3:30])[CH:23]=[C:24]([Cl:25])[C:19]=1[C:18]([NH:17][CH2:16][C:15]1[CH:33]=[CH:34][C:12]([C:10]2[CH:9]=[CH:8][NH:7][C:6](=[O:5])[CH:11]=2)=[CH:13][CH:14]=1)=[O:32]. Procedure details: Compound N-(4-(2-tert-butoxypyridin-4-yl)benzyl)-2,6-dichloro-4-(2-methoxy ethoxy)benzamide was re-dissolved in DCM (2 mL) and trifluoroacetic acid (2 mL) and stirred at room temperature for 1 h. after the reaction was done it was concentrated in vacuum and then purified by reverse phase chromatography to afford 2,6-dichloro-4-(2-methoxyethoxy)-N-(4-(2-oxo-1,2-dihydropyridin-4-yl)benzyl)benzamide.